This data is from the Open Reaction Database (ORD), a public repository of structured organic reaction records. The task is: describe an organic reaction: reactants, conditions, products, and yield Starting materials: [N+](=O)([O-])C1=CC=CC=2C(C3=CC=CC(=C3C(C12)=O)[N+](=O)[O-])=O (1,8-dinitro-anthraquinone), COC1=CC=C(C=C1)N (p-anisidine), C(C)(=O)[O-].[K+] (potassium acetate). Run in CO (methanol). Reaction conditions: time 8 hour. The product is COC1=CC=C(C=C1)NC1=CC=CC=2C(C3=CC=CC(=C3C(C12)=O)[N+](=O)[O-])=O (1-p-anisidino-8-nitro-anthraquinone). The yield is 81.3%. Reaction SMILES: [N+:1]([C:4]1[C:17]2[C:16](=[O:18])[C:15]3[C:10](=[CH:11][CH:12]=[CH:13][C:14]=3[N+:19]([O-:21])=[O:20])[C:9](=[O:22])[C:8]=2[CH:7]=[CH:6][CH:5]=1)([O-])=O.[CH3:23][O:24][C:25]1[CH:30]=[CH:29][C:28](N)=[CH:27][CH:26]=1.C([O-])(=O)C.[K+]>CO>[CH3:23][O:24][C:25]1[CH:30]=[CH:29][C:28]([NH:1][C:4]2[C:17]3[C:16](=[O:18])[C:15]4[C:10](=[CH:11][CH:12]=[CH:13][C:14]=4[N+:19]([O-:21])=[O:20])[C:9](=[O:22])[C:8]=3[CH:7]=[CH:6][CH:5]=2)=[CH:27][CH:26]=1 |f:2.3|. Procedure: A mixture of 50 g of 1,8-dinitro-anthraquinone (82% strength), 150 g of p-anisidine and 21.5 g of anhydrous potassium acetate is heated at 95° - 100° C (duration approx. 5 hours), with vigorous stirring, until no further starting material is present, according to thin layer chromatography. The mixture is diluted with 150 ml of methanol over the course of 30 minutes at 50° - 60° C and is stirred overnight until cold and the reaction product is filtered off, washed with a solution of 30 g of p-ani... The reactants are ClC=1C=C(C=C(C1)Cl)C1(CC(=NO1)C1=CC(=C(C(=O)NCO)C=C1)C)C(F)(F)F (4-[5-(3,5-dichlorophenyl)-5-trifluoromethyl-4,5-dihydroisoxazol-3-yl]-2-methyl-N-(hydroxymethyl)benzoic acid amide), S(=O)(Cl)Cl (thionyl chloride), O (water). Run in ClCCl (dichloromethane). Product: ClC=1C=C(C=C(C1)Cl)C1(CC(=NO1)C1=CC(=C(C(=O)NCOCC(F)(F)F)C=C1)C)C(F)(F)F (4-[5-(3,5-dichlorophenyl)-5-trifluoromethyl-4,5-dihydroisoxazol-3-yl]-2-methyl-N-(2,2,2-trifluoroethoxymethyl)benzoic acid amide). Yield: 119.3%. Reaction SMILES: [Cl:1][C:2]1[CH:3]=[C:4]([C:9]2([C:26]([F:29])([F:28])[F:27])[O:13][N:12]=[C:11]([C:14]3[CH:24]=[CH:23][C:17]([C:18]([NH:20][CH2:21][OH:22])=[O:19])=[C:16]([CH3:25])[CH:15]=3)[CH2:10]2)[CH:5]=[C:6]([Cl:8])[CH:7]=1.S(Cl)(Cl)=O.O>ClCCl>[Cl:1][C:2]1[CH:3]=[C:4]([C:9]2([C:26]([F:27])([F:29])[F:28])[O:13][N:12]=[C:11]([C:14]3[CH:24]=[CH:23][C:17]([C:18]([NH:20][CH2:21][O:22][CH2:9][C:26]([F:29])([F:28])[F:27])=[O:19])=[C:16]([CH3:25])[CH:15]=3)[CH2:10]2)[CH:5]=[C:6]([Cl:8])[CH:7]=1. Procedure: In a solution of 1.70 g of 4-[5-(3,5-dichlorophenyl)-5-trifluoromethyl-4,5-dihydroisoxazol-3-yl]-2-methyl-N-(hydroxymethyl)benzoic acid amide in 20 ml of dichloromethane, 0.68 g of thionyl chloride was added with stirring at room temperature, stirred at the same temperature for 2 hours, then the solvent was distilled off under reduced pressure, and the residue was dissolved in 10 ml of tetrahydrofuran. In 0.33 g of 60% oily sodium hydride suspended in 30 ml of tetrahydrofuran, 1.50 g of 2,2,2-tr... Reactants: C1(=CC=CC=C1)C#CC1=CN(C2=NC=C(N=C21)C2=CC(=C(C(=C2)OC)OC)OC)S(=O)(=O)C2=CC=C(C=C2)C (7-Phenylethynyl-5-(toluene-4-sulfonyl)-2-(3,4,5-trimethoxy-phenyl)-5H-pyrrolo[2,3-b]pyrazine), S(O)(O)(=O)=O (sulfuric acid), CC(=O)C (acetone). The reagents and catalysts are S(=O)(=O)([O-])[O-].[Hg+2] (mercury(II) sulfate). The solvent is O (water). Reaction conditions: temperature 110 celsius. The product is C1(=CC=CC=C1)C(CC1=CN(C2=NC=C(N=C21)C2=CC(=C(C(=C2)OC)OC)OC)S(=O)(=O)C2=CC=C(C=C2)C)=O (1-phenyl-2-[5-(toluene-4-sulfonyl)-2-(3,4,5-trimethoxy-phenyl)-5H-pyrrolo[2,3-b]pyrazin-7-yl]-ethanone). The yield is 61.8%. Reaction SMILES: [C:1]1([C:7]#[C:8][C:9]2[C:17]3[C:12](=[N:13][CH:14]=[C:15]([C:18]4[CH:23]=[C:22]([O:24][CH3:25])[C:21]([O:26][CH3:27])=[C:20]([O:28][CH3:29])[CH:19]=4)[N:16]=3)[N:11]([S:30]([C:33]3[CH:38]=[CH:37][C:36]([CH3:39])=[CH:35][CH:34]=3)(=[O:32])=[O:31])[CH:10]=2)[CH:6]=[CH:5][CH:4]=[CH:3][CH:2]=1.S(=O)(=O)(O)[OH:41].CC(C)=O>S([O-])([O-])(=O)=O.[Hg+2].O>[C:1]1([C:7](=[O:41])[CH2:8][C:9]2[C:17]3[C:12](=[N:13][CH:14]=[C:15]([C:18]4[CH:19]=[C:20]([O:28][CH3:29])[C:21]([O:26][CH3:27])=[C:22]([O:24][CH3:25])[CH:23]=4)[N:16]=3)[N:11]([S:30]([C:33]3[CH:34]=[CH:35][C:36]([CH3:39])=[CH:37][CH:38]=3)(=[O:32])=[O:31])[CH:10]=2)[CH:2]=[CH:3][CH:4]=[CH:5][CH:6]=1 |f:3.4|. Procedure: 7-Phenylethynyl-5-(toluene-4-sulfonyl)-2-(3,4,5-trimethoxy-phenyl)-5H-pyrrolo[2,3-b]pyrazine (154 mg, 0.29 mmol), mercury(II) sulfate (127 mg, 0.43 mmol), concentrated sulfuric acid (0.031 ml, 0.58 mmol) and 3 ml of a 3:1 mixture of acetone and water were added to a 5 ml microwave vial. The reaction was heated in a microwave reactor at 110° C. for one hour. The solvent was evaporated and ethyl acetate and aqueous sodium carbonate were added to the residue. The aqueous layer was removed using a r... The reactants are three, CC1CNCC(O1)C (2,6-dimethylmorpholine), S1CC1 (thiirane). Run in C1(=CC=CC=C1)C (toluene). Product: CC1CN(CC(O1)C)CCS (2,6-dimethyl-4-(2'-mercaptoethyl)-morpholine). As a reaction SMILES: [CH3:1][CH:2]1[O:7][CH:6]([CH3:8])[CH2:5][NH:4][CH2:3]1.[S:9]1[CH2:11][CH2:10]1>C1(C)C=CC=CC=1>[CH3:8][CH:6]1[O:7][CH:2]([CH3:1])[CH2:3][N:4]([CH2:11][CH2:10][SH:9])[CH2:5]1. Reported procedure: In a 500 ml three necked flask 115.2 g (1 mol) 2,6-dimethylmorpholine in 250 ml of toluene is heated at 90° C. Then 60.12 g (1 mol) thiirane is added to the resulting reaction mixture dropwise and the reaction mixture is heated for 5 hours under reflux. The reaction mixture is concentrated in vacuum with a rotary evaporator and is fractionally distilled using a Vigreux column. Reactants: BrC1=C2C=CC=CC2=C(C2=CC=CC=C12)C=1C2=CC=CC=C2C=C2C=CC=CC12 (10-bromo-9,9′-bianthryl), C1(=CC=CC=C1)NC1=CC=CC=C1 (diphenylamine), C([O-])([O-])=O.[K+].[K+] (potassium carbonate), [N+](=O)([O-])C1=CC=CC=C1 (nitrobenzene). The reagents and catalysts are [Cu] (copper). Run in C1(=CC=CC=C1)C (toluene). Yields the product C1(=CC=CC=C1)N(C1=C2C=CC=CC2=C(C2=CC=CC=C12)C=1C2=CC=CC=C2C=C2C=CC=CC12)C1=CC=CC=C1 (10-diphenylamino-9,9′-bianthryl). Isolated yield 68.1%. Reaction SMILES: Br[C:2]1[C:15]2[C:10](=[CH:11][CH:12]=[CH:13][CH:14]=2)[C:9]([C:16]2[C:17]3[C:22]([CH:23]=[C:24]4[C:29]=2[CH:28]=[CH:27][CH:26]=[CH:25]4)=[CH:21][CH:20]=[CH:19][CH:18]=3)=[C:8]2[C:3]=1[CH:4]=[CH:5][CH:6]=[CH:7]2.[C:30]1([NH:36][C:37]2[CH:42]=[CH:41][CH:40]=[CH:39][CH:38]=2)[CH:35]=[CH:34][CH:33]=[CH:32][CH:31]=1.C(=O)([O-])[O-].[K+].[K+].[N+](C1C=CC=CC=1)([O-])=O>[Cu].C1(C)C=CC=CC=1>[C:37]1([N:36]([C:30]2[CH:31]=[CH:32][CH:33]=[CH:34][CH:35]=2)[C:2]2[C:15]3[C:10](=[CH:11][CH:12]=[CH:13][CH:14]=3)[C:9]([C:16]3[C:17]4[C:22]([CH:23]=[C:24]5[C:29]=3[CH:28]=[CH:27][CH:26]=[CH:25]5)=[CH:21][CH:20]=[CH:19][CH:18]=4)=[C:8]3[C:3]=2[CH:4]=[CH:5][CH:6]=[CH:7]3)[CH:38]=[CH:39][CH:40]=[CH:41][CH:42]=1 |f:2.3.4|. Reported procedure: In a flask were placed 35 g of 9,9′-bianthryl, 18.0 g of N-bromosuccinimide and 500 mL of carbon tetrachloride, and the mixture was stirred overnight. The reaction mixture was filtered, the filtrate was passed through a column filled with alumina. Carbon tetrachloride was evaporated from the solution under a reduced pressure, and then the residue was recrystallized from petroleum ether, to give 35 g(yield: 80%) of 10-bromo-9,9′-bianthryl. Then, in a 100 mL three-necked flask were placed 18.3 g o...